This data is from the Open Reaction Database (ORD), a public repository of structured organic reaction records. The task is: describe an organic reaction: reactants, conditions, products, and yield The reactants are Oc1ccc(Br)cc1, CCCCCC, CC(O)c1cc(Cl)ccc1O, Cl, c1ccccc1. The product is CC(c1cc(Cl)ccc1O)c1cc(Br)ccc1O. Reaction SMILES: [Br:12][c:13]1[cH:14][cH:15][c:16]([OH:19])[cH:17][cH:18]1.[CH3:21][CH2:22][CH2:23][CH2:24][CH2:25][CH3:26].[Cl:1][c:2]1[cH:3][c:4]([CH:9]([CH3:10])[OH:11])[c:5]([OH:8])[cH:6][cH:7]1.[ClH:20].[cH:27]1[cH:28][cH:29][cH:30][cH:31][cH:32]1>>[Cl:1][c:2]1[cH:3][c:4]([CH:9]([CH3:10])[c:17]2[c:16]([OH:19])[cH:15][cH:14][c:13]([Br:12])[cH:18]2)[c:5]([OH:8])[cH:6][cH:7]1. Reactants: B(Br)(Br)Br (boron tribromide), [OH-].[Na+] (sodium hydroxide), C(C)OCC=1N(C2=C(C(=NC=3C=CC=CC23)N)N1)NC(C)C (2-(ethoxymethyl)-N1-isopropyl-1H-imidazo[4,5-c]quinoline-1,4-diamine), Cl (hydrochloric acid). Run in ClCCl (dichloromethane), ClCCl (dichloromethane). Run at time 16 hour. The product is NC1=NC=2C=CC=CC2C2=C1N=C(N2NC(C)C)CO ([4-amino-1-(isopropylamino)-1H-imidazo[4,5-c]quinolin-2-yl]methanol). Yield: 12.7%. RXN SMILES: C([O:3][CH2:4][C:5]1[N:6]([NH:19][CH:20]([CH3:22])[CH3:21])[C:7]2[C:16]3[CH:15]=[CH:14][CH:13]=[CH:12][C:11]=3[N:10]=[C:9]([NH2:17])[C:8]=2[N:18]=1)C.B(Br)(Br)Br.Cl.[OH-].[Na+]>ClCCl>[NH2:17][C:9]1[C:8]2[N:18]=[C:5]([CH2:4][OH:3])[N:6]([NH:19][CH:20]([CH3:22])[CH3:21])[C:7]=2[C:16]2[CH:15]=[CH:14][CH:13]=[CH:12][C:11]=2[N:10]=1 |f:3.4|. Procedure details: A solution of 2-(ethoxymethyl)-N1-isopropyl-1H-imidazo[4,5-c]quinoline-1,4-diamine (prepared as described in Example 5, 0.502 g, 1.68 mmol) in dichloromethane (15 mL) under a nitrogen atmosphere was cooled in an ice bath. A solution of boron tribromide in dichloromethane (1 M, 4.19 mL, 4.19 mmol) was added dropwise. The mixture was allowed to warm slowly to room temperature, then was stirred for 16 hours. The reaction was quenched with methanol (10 mL) and concentrated under reduced pressure to ... The reactants are FC=1C=C(C(=NC1)N)I (5-fluoro-3-iodo-pyridin-2-ylamine), C[Si](C)(C)C#C (trimethylsilylacetylene), C(C)(C)N(C(C)C)CC (N,N-diisopropylethylamine). Reagents/catalysts: [Cu]I (copper (I) iodide), C=1C=CC(=CC1)[P](C=2C=CC=CC2)(C=3C=CC=CC3)[Pd]([P](C=4C=CC=CC4)(C=5C=CC=CC5)C=6C=CC=CC6)([P](C=7C=CC=CC7)(C=8C=CC=CC8)C=9C=CC=CC9)[P](C=1C=CC=CC1)(C=1C=CC=CC1)C=1C=CC=CC1 (tetrakis(triphenylphosphine)palladium). Run in CN1C(CCC1)=O (N-methylpyrrolidinone). Conditions: temperature 70 celsius, time 3 hour. The product is C(#C)C=1C(=NC=C(C1)F)N (3-Ethynyl-5-fluoro-pyridin-2-ylamine). The yield is 30.0%. As a reaction SMILES: [F:1][C:2]1[CH:3]=[C:4](I)[C:5]([NH2:8])=[N:6][CH:7]=1.C[Si]([C:14]#[CH:15])(C)C.C(N(CC)C(C)C)(C)C>[Cu]I.C1C=CC([P]([Pd]([P](C2C=CC=CC=2)(C2C=CC=CC=2)C2C=CC=CC=2)([P](C2C=CC=CC=2)(C2C=CC=CC=2)C2C=CC=CC=2)[P](C2C=CC=CC=2)(C2C=CC=CC=2)C2C=CC=CC=2)(C2C=CC=CC=2)C2C=CC=CC=2)=CC=1.CN1CCCC1=O>[C:14]([C:4]1[C:5]([NH2:8])=[N:6][CH:7]=[C:2]([F:1])[CH:3]=1)#[CH:15] |^1:30,32,51,70|. Procedure: To a mixture of 5-fluoro-3-iodo-pyridin-2-ylamine (751 mg, 3.16 mmol) described in Manufacturing Example 173-1-1, trimethylsilylacetylene (874 μL, 6.32 mmol), copper (I) iodide (60.2 mg, 0.32 mmol), N,N-diisopropylethylamine (1.07 mL, 6.32 mmol), and N-methylpyrrolidinone (15 mL) was added tetrakis(triphenylphosphine)palladium (0) (183 mg, 0.16 mmol), which was stirred for 3 hours under nitrogen atmosphere at 70° C. This reaction solution was cooled to room temperature, and then partitioned into... Starting materials: [BH4-], CCO, O=CCc1ccc(C(F)(F)F)cc1, [Na+]. Product: OCCc1ccc(C(F)(F)F)cc1. Reaction SMILES: [BH4-:1].[CH3:16][CH2:17][OH:18].[F:3][C:4]([c:5]1[cH:6][cH:7][c:8]([CH2:11][CH:12]=[O:13])[cH:9][cH:10]1)([F:14])[F:15].[Na+:2]>>[F:3][C:4]([c:5]1[cH:6][cH:7][c:8]([CH2:11][CH2:12][OH:13])[cH:9][cH:10]1)([F:14])[F:15]. Reactants: O1C(=CC=C1)CNS(=O)(=O)C=1C=C2C(C(NC2=CC1)=O)=O (2,3-Dioxo-2,3-dihydro-1H-indole-5-sulfonic acid (furan-2-ylmethyl)amide), [N+](=O)([O-])C1=C(C=CC=C1)NN (2-nitrophenylhydrazine). The reagents and catalysts are Cl (HCl). Solvent: C(C)O (ethanol). Conditions: temperature 120 celsius. Yields the product O1C(=CC=C1)CNS(=O)(=O)C=1C=C2C(C(NC2=CC1)=O)=NNC1=C(C=CC=C1)[N+](=O)[O-] (3-[(2-Nitrophenyl)hydrazono]-2-oxo-2,3-dihydro-1H-indole-5-sulfonic acid (furan-2-ylmethyl)amide). RXN SMILES: [O:1]1[CH:5]=[CH:4][CH:3]=[C:2]1[CH2:6][NH:7][S:8]([C:11]1[CH:12]=[C:13]2[C:17](=[CH:18][CH:19]=1)[NH:16][C:15](=[O:20])[C:14]2=O)(=[O:10])=[O:9].[N+:22]([C:25]1[CH:30]=[CH:29][CH:28]=[CH:27][C:26]=1[NH:31][NH2:32])([O-:24])=[O:23]>Cl.C(O)C>[O:1]1[CH:5]=[CH:4][CH:3]=[C:2]1[CH2:6][NH:7][S:8]([C:11]1[CH:12]=[C:13]2[C:17](=[CH:18][CH:19]=1)[NH:16][C:15](=[O:20])[C:14]2=[N:32][NH:31][C:26]1[CH:27]=[CH:28][CH:29]=[CH:30][C:25]=1[N+:22]([O-:24])=[O:23])(=[O:10])=[O:9]. Reported procedure: A mixture of rpm161 (0.040 g, 0.114 mmol) 2-nitrophenylhydrazine (0.021 g, 0.126 mmol, 1.1 eq) and HCl (aq 4 M, 2 drops) in ethanol (3 mL) was heated in the CEM microwave at 120° C. for 15 min. After cooling to room temperature, pure product rpm168 was collected as an orange precipitate by filtration and dried in vacuo. The pure compound rpm168 was obtained without further purification (0.048 g, 0.099 mmol, 86%). MS (API-ES): m/z 459 (M+NH4)+; HRMS (API-ES) m/z Found: 459.1082 (M+NH4)+.